From a dataset of the Open Reaction Database (ORD), a public repository of structured organic reaction records. describe an organic reaction: reactants, conditions, products, and yield Starting materials: CC(C)CCn1c(Cn2c(=O)n(C3CC3)c(=O)c3ccccc32)nc2cc(CNC(=O)OC(C)(C)C)ccc21, [H-], CI, [Na+], CN(C)C=O. Yields the product CC(C)CCn1c(Cn2c(=O)n(C3CC3)c(=O)c3ccccc32)nc2cc(CN(C)C(=O)OC(C)(C)C)ccc21. Reaction SMILES: [C:3]([CH3:4])([CH3:5])([CH3:6])[O:7][C:8]([NH:9][CH2:10][c:11]1[cH:12][c:13]2[c:14]([n:15]([CH2:34][CH2:35][CH:36]([CH3:37])[CH3:38])[c:16]([CH2:18][n:19]3[c:20](=[O:33])[n:21]([CH:30]4[CH2:31][CH2:32]4)[c:22](=[O:29])[c:23]4[cH:24][cH:25][cH:26][cH:27][c:28]34)[n:17]2)[cH:39][cH:40]1)=[O:41].[H-:2].[I:42][CH3:43].[Na+:1].[O:44]=[CH:45][N:46]([CH3:47])[CH3:48]>>[C:3]([CH3:4])([CH3:5])([CH3:6])[O:7][C:8]([N:9]([CH2:10][c:11]1[cH:12][c:13]2[c:14]([n:15]([CH2:34][CH2:35][CH:36]([CH3:37])[CH3:38])[c:16]([CH2:18][n:19]3[c:20](=[O:33])[n:21]([CH:30]4[CH2:31][CH2:32]4)[c:22](=[O:29])[c:23]4[cH:24][cH:25][cH:26][cH:27][c:28]34)[n:17]2)[cH:39][cH:40]1)[CH3:43])=[O:41].